Dataset: the Open Reaction Database (ORD), a public repository of structured organic reaction records. Task: describe an organic reaction: reactants, conditions, products, and yield Procedure: A mixture of (3-chloro-4-fluorophenyl)boronic acid (933 mg), 4-[(9S)-2,2-dioxido-3,4,6,7,8,9-hexahydropyrido[2,1-c][1,2,4]thiadiazin-9-yl]phenol (500 mg), pyridine (3.60 mL), cesium carbonate (581 mg), diacetoxycopper (648 mg) and powdered 4A MS (4 g) in MeCN (18 mL) was stirred at room temperature for 3 days. The mixture was added with NH silica gel, concentrated in vacuo, and purified by column chromatography (NH silica gel, eluted with MeOH in EtOAc) then recrystallized from EtOAc-THF/IPE to ... Yield: 39.7%. Product: ClC=1C=C(OC2=CC=C(C=C2)[C@@H]2CCCN3C2NS(CC3)(=O)=O)C=CC1F ((9S)-9-[4-(3-chloro-4-fluorophenoxy)phenyl]-3,4,6,1,8,9-hexahydropyrido[2,1-c][1,2,4]thiadiazine 2,2-dioxide). The solvent is CC#N (MeCN). The reagents and catalysts are C(C)(=O)O[Cu]OC(C)=O (diacetoxycopper). Reaction conditions: time 3 day. Reactants: 4A, ClC=1C=C(C=CC1F)B(O)O ((3-chloro-4-fluorophenyl)boronic acid), O=S1(N=C2N(CC1)CCC[C@H]2C2=CC=C(C=C2)O)=O (4-[(9S)-2,2-dioxido-3,4,6,7,8,9-hexahydropyrido[2,1-c][1,2,4]thiadiazin-9-yl]phenol), N1=CC=CC=C1 (pyridine), C([O-])([O-])=O.[Cs+].[Cs+] (cesium carbonate). As a reaction SMILES: [Cl:1][C:2]1[CH:3]=[C:4](B(O)O)[CH:5]=[CH:6][C:7]=1[F:8].[O:12]=[S:13]1(=[O:30])[CH2:18][CH2:17][N:16]2[CH2:19][CH2:20][CH2:21][C@@H:22]([C:23]3[CH:28]=[CH:27][C:26]([OH:29])=[CH:25][CH:24]=3)[C:15]2=[N:14]1.N1C=CC=CC=1.C(=O)([O-])[O-].[Cs+].[Cs+]>CC#N.C(O[Cu]OC(=O)C)(=O)C>[Cl:1][C:2]1[CH:3]=[C:4]([CH:5]=[CH:6][C:7]=1[F:8])[O:29][C:26]1[CH:25]=[CH:24][C:23]([C@H:22]2[CH:15]3[NH:14][S:13](=[O:30])(=[O:12])[CH2:18][CH2:17][N:16]3[CH2:19][CH2:20][CH2:21]2)=[CH:28][CH:27]=1 |f:3.4.5|. The reactants are CC(=O)O[BH-](OC(C)=O)OC(C)=O, COC(=O)Cc1cccc(OCCC(C)NCC(C)c2ccccc2)c1, CC(=O)O, O=Cc1cccc(C(F)(F)F)c1Cl, ClCCl, [Na+], O. Product: COC(=O)Cc1cccc(OCCC(C)N(Cc2cccc(C(F)(F)F)c2Cl)CC(C)c2ccccc2)c1. RXN SMILES: [C:44]([O:45][BH-:46]([O:47][C:48](=[O:49])[CH3:50])[O:51][C:52](=[O:53])[CH3:54])(=[O:55])[CH3:56].[CH3:1][O:2][C:3]([CH2:4][c:5]1[cH:6][c:7]([O:11][CH2:12][CH2:13][CH:14]([CH3:15])[NH:16][CH2:17][CH:18]([CH3:19])[c:20]2[cH:21][cH:22][cH:23][cH:24][cH:25]2)[cH:8][cH:9][cH:10]1)=[O:26].[CH3:27][C:28](=[O:29])[OH:30].[Cl:31][c:32]1[c:33]([CH:34]=[O:35])[cH:36][cH:37][cH:38][c:39]1[C:40]([F:41])([F:42])[F:43].[Cl:58][CH2:59][Cl:60].[Na+:57].[OH2:61]>>[CH3:1][O:2][C:3]([CH2:4][c:5]1[cH:6][c:7]([O:11][CH2:12][CH2:13][CH:14]([CH3:15])[N:16]([CH2:17][CH:18]([CH3:19])[c:20]2[cH:21][cH:22][cH:23][cH:24][cH:25]2)[CH2:34][c:33]2[c:32]([Cl:31])[c:39]([C:40]([F:41])([F:42])[F:43])[cH:38][cH:37][cH:36]2)[cH:8][cH:9][cH:10]1)=[O:26]. The reactants are BrC(C(=O)C=1C=CC2=C(NC(C(O2)C)=O)C1)C (6-(2-bromopropionyl)-2-methyl-3-oxo-3,4-dihydro-2H-1,4-benzoxazine), NC1=NC=C(C=C1)C (2-amino-5-methylpyridine). The yield is 72.8%. The product is CC1=C(N=C2N1C=C(C=C2)C)C=2C=CC1=C(NC(C(O1)C)=O)C2 (6-(3,6-Dimethylimidazo[1,2-a]pyridin-2-yl)-2-methyl-3-oxo-3,4-dihydro-2H-1,4-benzoxazine). Reaction SMILES: Br[CH:2]([CH3:17])[C:3]([C:5]1[CH:6]=[CH:7][C:8]2[O:13][CH:12]([CH3:14])[C:11](=[O:15])[NH:10][C:9]=2[CH:16]=1)=O.[NH2:18][C:19]1[CH:24]=[CH:23][C:22]([CH3:25])=[CH:21][N:20]=1>>[CH3:17][C:2]1[N:20]2[CH:21]=[C:22]([CH3:25])[CH:23]=[CH:24][C:19]2=[N:18][C:3]=1[C:5]1[CH:6]=[CH:7][C:8]2[O:13][CH:12]([CH3:14])[C:11](=[O:15])[NH:10][C:9]=2[CH:16]=1. Procedure details: 6-(3,6-Dimethylimidazo[1,2-a]pyridin-2-yl)-2-methyl-3-oxo-3,4-dihydro-2H-1,4-benzoxazine (1.8 g) was prepared in substantially the same manner as that of Example 16 from 6-(2-bromopropionyl)-2-methyl-3-oxo-3,4-dihydro-2H-1,4-benzoxazine (2.4 g) and 2-amino-5-methylpyridine (2.6 g). mp. 232° C. (dec.). Starting materials: acyl-CoA, [F-].[Na+] (NaF), C(CN(CC(=O)O)CC(=O)O)N(CC(=O)O)CC(=O)O (EDTA), [C@@H]1([C@H](O)[C@H](OP(=O)(O)O)[C@@H](COP(=O)(O)OP(=O)(O)OCC(C)(C)[C@@H](O)C(=O)NCCC(=O)NCCS)O1)N1C=NC=2C(N)=NC=NC12 (coenzyme A), [3H]oleate, C(C(CO)(CO)N)O.Cl (Tris-HCl), P(O)(=O)(OP(=O)(O)OP(=O)(O)O)OC[C@@H]1[C@H]([C@H]([C@@H](O1)N1C=NC=2C(N)=NC=NC12)O)O (ATP), CCC(CC)COC(C1=CC=CC=C1)(C2=CC=CC=C2)C(=O)N(C)CC[NH+](C)C.[Cl-] (X-100). Conditions: time 10 minute. Product: C(CCCCCCC\C=C/CCCCCCCC)(=O)SCCNC(CCNC([C@@H](C(COP(OP(OC[C@@H]1[C@H]([C@H]([C@@H](O1)N1C=NC=2C(N)=NC=NC12)O)OP(=O)(O)O)(=O)O)(=O)O)(C)C)O)=O)=O (oleoyl-CoA). As a reaction SMILES: C(O)C(N)(CO)CO.Cl.P([O:22][CH2:23][C@H:24]1O[C@@H:27](N2C3N=CN=C(N)C=3N=C2)[C@H:26](O)[C@@H:25]1O)(OP(OP(O)(O)=O)(O)=O)(=O)O.C(N(CC(O)=O)CC(O)=O)CN(CC(O)=O)CC(O)=O.[F-].[Na+].CCC(CO[C:70](C(N(CC[NH+](C)C)C)=O)([C:77]1[CH:82]=[CH:81][CH:80]=[CH:79][CH:78]=1)[C:71]1[CH:76]=[CH:75][CH:74]=[CH:73][CH:72]=1)CC.[Cl-].[C@@H:93]1([N:131]2[C:140]3[N:139]=[CH:138][N:137]=[C:135]([NH2:136])[C:134]=3[N:133]=[CH:132]2)[O:130][C@H:102]([CH2:103][O:104][P:105]([O:108][P:109]([O:112][CH2:113][C:114]([C@H:117]([C:119]([NH:121][CH2:122][CH2:123][C:124]([NH:126][CH2:127][CH2:128][SH:129])=[O:125])=[O:120])[OH:118])([CH3:116])[CH3:115])([OH:111])=[O:110])([OH:107])=[O:106])[C@@H:96]([O:97][P:98]([OH:101])([OH:100])=[O:99])[C@H:94]1[OH:95]>>[C:23]([S:129][CH2:128][CH2:127][NH:126][C:124](=[O:125])[CH2:123][CH2:122][NH:121][C:119](=[O:120])[C@H:117]([OH:118])[C:114]([CH3:116])([CH3:115])[CH2:113][O:112][P:109]([OH:111])(=[O:110])[O:108][P:105]([OH:107])(=[O:106])[O:104][CH2:103][C@H:102]1[O:130][C@@H:93]([N:131]2[C:140]3[N:139]=[CH:138][N:137]=[C:135]([NH2:136])[C:134]=3[N:133]=[CH:132]2)[C@H:94]([OH:95])[C@@H:96]1[O:97][P:98]([OH:101])([OH:100])=[O:99])(=[O:22])[CH2:24][CH2:25][CH2:26][CH2:27][CH2:78][CH2:79][CH2:80]/[CH:81]=[CH:82]\[CH2:77][CH2:70][CH2:71][CH2:76][CH2:75][CH2:74][CH2:73][CH3:72] |f:0.1,4.5,6.7|. Procedure: For acyl-CoA synthetase activity, the method of, for example, Kameda et al. (J. Biol. Chem. 256:5702, 1981) can be used by growing cells to mid-log phase in NSM with antibiotics as required, harvesting cells by centrifugation, washing twice with NSM, suspending the cells to a density of 1.2×109 cells/mL in 10 mM Tris-HCl, pH 7.5, and then lysing by three cycles of sonication on ice. Reaction mixtures are prepared, in a total volume of 0.5 ml, to include 200 mM Tris-HCl, pH 7.5, 2.5 mM ATP, 8 mM ... Reactants: CC(c1ccc(Br)cc1)N1CCC(CC(C)(C)O)(c2ccccc2)OC1=O, OB(O)c1ccccn1. The product is CC(c1ccc(-c2ccccn2)cc1)N1CCC(CC(C)(C)O)(c2ccccc2)OC1=O. RXN SMILES: [Br:1][c:2]1[cH:3][cH:4][c:5]([CH:8]([CH3:9])[N:10]2[C:11](=[O:27])[O:12][C:13]([c:16]3[cH:17][cH:18][cH:19][cH:20][cH:21]3)([CH2:22][C:23]([CH3:24])([CH3:25])[OH:26])[CH2:14][CH2:15]2)[cH:6][cH:7]1.[n:28]1[c:29]([B:34]([OH:35])[OH:36])[cH:30][cH:31][cH:32][cH:33]1>>[c:2]1(-[c:29]2[n:28][cH:33][cH:32][cH:31][cH:30]2)[cH:3][cH:4][c:5]([CH:8]([CH3:9])[N:10]2[C:11](=[O:27])[O:12][C:13]([c:16]3[cH:17][cH:18][cH:19][cH:20][cH:21]3)([CH2:22][C:23]([CH3:24])([CH3:25])[OH:26])[CH2:14][CH2:15]2)[cH:6][cH:7]1. The reactants are ClC1=C(C=CC=C1)N1N=C(CC1=O)C(F)(F)F (2,4-dihydro-2-(2-chlorophenyl)-5-trifluoromethyl-3H-pyrazol-3-one), BrCN1S(C2=C(C1=O)C(=CC(=C2)OC)C(C)C)(=O)=O (2-bromomethyl-4-isopropyl-6-methoxy-1,2-benzisothiazol-3(2H)-one 1,1-dioxide), [F-].[K+] (KF). The solvent is CN(C)C=O (DMF), O (water). Yields the product C(C)(C)C1=CC(=CC2=C1C(N(S2(=O)=O)COC2=CC(=NN2C2=C(C=CC=C2)Cl)C(F)(F)F)=O)OC (4-isopropyl-6-methoxy-2-[1-(2-chlorophenyl)-3-trifluoromethylpyrazol-5-yl-oxymethyl]-1,2-benzisothiazol-3(2H)-one 1,1-dioxide). The yield is 43.0%. Reaction SMILES: [Cl:1][C:2]1[CH:7]=[CH:6][CH:5]=[CH:4][C:3]=1[N:8]1[C:12](=[O:13])[CH2:11][C:10]([C:14]([F:17])([F:16])[F:15])=[N:9]1.Br[CH2:19][N:20]1[C:24](=[O:25])[C:23]2[C:26]([CH:32]([CH3:34])[CH3:33])=[CH:27][C:28]([O:30][CH3:31])=[CH:29][C:22]=2[S:21]1(=[O:36])=[O:35].[F-].[K+]>CN(C=O)C.O>[CH:32]([C:26]1[C:23]2[C:24](=[O:25])[N:20]([CH2:19][O:13][C:12]3[N:8]([C:3]4[CH:4]=[CH:5][CH:6]=[CH:7][C:2]=4[Cl:1])[N:9]=[C:10]([C:14]([F:17])([F:15])[F:16])[CH:11]=3)[S:21](=[O:36])(=[O:35])[C:22]=2[CH:29]=[C:28]([O:30][CH3:31])[CH:27]=1)([CH3:34])[CH3:33] |f:2.3|. Procedure details: A mixture 2,4-dihydro-2-(2-chlorophenyl)-5-trifluoromethyl-3H-pyrazol-3-one (543 mg; 2.06 mmol), 2-bromomethyl-4-isopropyl-6-methoxy-1,2-benzisothiazol-3(2H)-one 1,1-dioxide (600 mg, 1.72 mmol) and KF (250 mg, 3.44 mmol) in 7 ml of DMF was stirred at room temperature for 4 hours. The mixture was diluted with water, extracted with ether (3×), and the organic layer was dried over sodium sulfate and concentrated in vacuo. The residue was purified by column chromatography (2×, silica gel; 12-50% eth...